From a dataset of the Open Reaction Database (ORD), a public repository of structured organic reaction records. describe an organic reaction: reactants, conditions, products, and yield Starting materials: CC(C)(C)OC(=O)N1CCC(n2ncc3c(Cl)ncnc32)CC1, N#Cc1ncccc1O, O=C([O-])[O-], CCOC(C)=O, CN(C)C=O, [K+], [K+], O. The product is CC(C)(C)OC(=O)N1CCC(n2ncc3c(Oc4cccnc4C#N)ncnc32)CC1. As a reaction SMILES: [C:1]([CH3:2])([CH3:3])([CH3:4])[O:5][C:6](=[O:7])[N:8]1[CH2:9][CH2:10][CH:11]([n:14]2[n:15][cH:16][c:17]3[c:18]2[n:19][cH:20][n:21][c:22]3[Cl:23])[CH2:12][CH2:13]1.[C:24](#[N:25])[c:26]1[n:27][cH:28][cH:29][cH:30][c:31]1[OH:32].[C:33](=[O:34])([O-:35])[O-:36].[CH3:39][CH2:40][O:41][C:42](=[O:43])[CH3:44].[CH3:45][N:46]([CH3:47])[CH:48]=[O:49].[K+:37].[K+:38].[OH2:50]>>[C:1]([CH3:2])([CH3:3])([CH3:4])[O:5][C:6](=[O:7])[N:8]1[CH2:9][CH2:10][CH:11]([n:14]2[n:15][cH:16][c:17]3[c:18]2[n:19][cH:20][n:21][c:22]3[O:32][c:31]2[c:26]([C:24]#[N:25])[n:27][cH:28][cH:29][cH:30]2)[CH2:12][CH2:13]1. The reactants are CC1=C(OC2=C1C(=C(C=C2C(=O)C=2SC=CC2)C(C)(C)C)O)C(=O)O (3-methyl-4-hydroxy-5-tert-butyl-7-(2-thienoyl)-benzofuran-2-carboxylic acid). Procedure: To a solution of 3-methyl-4-hydroxy-5-tert-butyl-7-(2-thienoyl)-benzofuran-2-carboxylic acid (0.345 g, 0.96 mmol) in quinoline (1.0 mL) at room temperature was added fine copper powder (0.061 g, 0.96 mmol). The reaction mixture was flushed with nitrogen and heated in an oil bath to 200° C. until all CO2 evolution had ceased (about 20 min.). The reaction mixture was cooled to room temperature and poured into 30 mL 2N HCl. The aqueous solution was extrated with EtOAc (3×15 mL). The combined organi... The solvent is N1=CC=CC2=CC=CC=C12 (quinoline). Conditions: temperature 200 celsius. RXN SMILES: [CH3:1][C:2]1[C:6]2[C:7]([OH:22])=[C:8]([C:18]([CH3:21])([CH3:20])[CH3:19])[CH:9]=[C:10]([C:11]([C:13]3[S:14][CH:15]=[CH:16][CH:17]=3)=[O:12])[C:5]=2[O:4][C:3]=1C(O)=O>N1C2C(=CC=CC=2)C=CC=1.[Cu]>[CH3:1][C:2]1[C:6]2[C:7]([OH:22])=[C:8]([C:18]([CH3:20])([CH3:19])[CH3:21])[CH:9]=[C:10]([C:11]([C:13]3[S:14][CH:15]=[CH:16][CH:17]=3)=[O:12])[C:5]=2[O:4][CH:3]=1. The product is CC1=COC2=C1C(=C(C=C2C(=O)C=2SC=CC2)C(C)(C)C)O (3-Methyl-4-hydroxy-5-tert-butyl-7-(2-thienoyl)-benzofuran). The reagents and catalysts are [Cu] (copper). Reactants: Cl.NO (hydroxylamine hydrochloride), ClC(C(O)O)(Cl)Cl (chloral hydrate), S(=O)(=O)([O-])[O-].[Na+].[Na+] (sodium sulfate), CC=1C=C(N)C=C(C1)C (3,5-dimethylaniline), Cl (HCl). Run in O (water), O (water), O (water). Run at time 10 minute. Yields the product CC=1C=C(C=C(C1)C)NC(C=NO)=O (N-(3,5-dimethylphenyl)-2-(hydroxyimino)acetamide). Isolated yield 95.0%. RXN SMILES: Cl[C:2](Cl)(Cl)[CH:3]([OH:5])O.S([O-])([O-])(=O)=O.[Na+].[Na+].[CH3:15][C:16]1[CH:17]=[C:18]([CH:20]=[C:21]([CH3:23])[CH:22]=1)[NH2:19].Cl.Cl.[NH2:26][OH:27]>O>[CH3:15][C:16]1[CH:17]=[C:18]([NH:19][C:3](=[O:5])[CH:2]=[N:26][OH:27])[CH:20]=[C:21]([CH3:23])[CH:22]=1 |f:1.2.3,6.7|. Reported procedure: To a solution of chloral hydrate (14.1 g, 85.24 mM) and sodium sulfate (88.2g, 7.53 eq.) in 270 mL of water was added a solution of 3,5-dimethylaniline in a solution of concentrated HCl (16 mL) and water (51 mL), whereupon an off-white precipitate formed. The mixture was stirred for 10 min prior to adding an aqueous solution of hydroxylamine hydrochloride (17.4 g, 250 mM) in water (50 mL) and then heated at reflux for 10 min during which time the solids dissolved and a tan precipitate formed. Th... Starting materials: CCN(CC)c1ccccn1, CNOC, CCN=C=NCCCN(C)C, ClCCl, Cl, Cl, O=C(O)c1ccc([N+](=O)[O-])c(F)c1. Product: CON(C)C(=O)c1ccc([N+](=O)[O-])c(F)c1. As a reaction SMILES: [CH2:31]([N:32]([c:33]1[cH:34][cH:35][cH:36][cH:37][n:38]1)[CH2:39][CH3:40])[CH3:41].[CH3:15][NH:16][O:17][CH3:18].[CH3:20][N:21]([CH3:22])[CH2:23][CH2:24][CH2:25][N:26]=[C:27]=[N:28][CH2:29][CH3:30].[Cl:42][CH2:43][Cl:44].[ClH:14].[ClH:19].[F:1][c:2]1[cH:3][c:4]([C:5](=[O:6])[OH:7])[cH:8][cH:9][c:10]1[N+:11](=[O:12])[O-:13]>>[F:1][c:2]1[cH:3][c:4]([C:5](=[O:6])[N:16]([CH3:15])[O:17][CH3:18])[cH:8][cH:9][c:10]1[N+:11](=[O:12])[O-:13]. Reaction SMILES: [NH2:18][CH2:19][c:20]1[cH:21][cH:22][cH:23][cH:24][cH:25]1.[NH2:1][c:2]1[n:3][c:4]2[cH:5][cH:6][c:7]([N:15]([CH3:16])[CH3:17])[cH:8][c:9]2[c:10]([Cl:14])[c:11]1[C:12]#[N:13].[OH2:26]>>[NH2:1][c:2]1[n:3][c:4]2[cH:5][cH:6][c:7]([N:15]([CH3:16])[CH3:17])[cH:8][c:9]2[c:10]([NH:18][CH2:19][c:20]2[cH:21][cH:22][cH:23][cH:24][cH:25]2)[c:11]1[C:12]#[N:13]. Yields the product CN(C)c1ccc2nc(N)c(C#N)c(NCc3ccccc3)c2c1. The reactants are NCc1ccccc1, CN(C)c1ccc2nc(N)c(C#N)c(Cl)c2c1, O. Reactants: [Br-], C1CCOC1, C=C[Mg+], C=CBr, O=CCC1CCCCC1, [Cl-], [Mg], [NH4+], O. Product: C=CC(O)CC1CCCCC1. RXN SMILES: [Br-:10].[CH2:21]1[O:22][CH2:23][CH2:24][CH2:25]1.[CH:11](=[CH2:12])[Mg+:13].[CH:15]([Br:16])=[CH2:17].[CH:1]1([CH2:7][CH:8]=[O:9])[CH2:2][CH2:3][CH2:4][CH2:5][CH2:6]1.[Cl-:18].[Mg:14].[NH4+:19].[OH2:20]>>[CH:1]1([CH2:7][CH:8]([OH:9])[CH:11]=[CH2:12])[CH2:2][CH2:3][CH2:4][CH2:5][CH2:6]1. Reactants: FC1=CC=C(C=C1)NCCOC (4-fluoro-N-(2-methoxyethyl)benzenamine), C(=O)(N1C=NC=C1)N1C=NC=C1 (1,1′-carbonyldiimidazole). Run in C1CCOC1 (THF). Reaction conditions: temperature 80 celsius, time 28 hour. Yields the product FC1=CC=C(C=C1)N(C(=O)N1C=NC=C1)CCOC (N-(4-fluoro-phenyl)-N-(2-methoxyethyl)-1H-imidazole-1-carboxamide). RXN SMILES: [F:1][C:2]1[CH:7]=[CH:6][C:5]([NH:8][CH2:9][CH2:10][O:11][CH3:12])=[CH:4][CH:3]=1.[C:13](N1C=CN=C1)([N:15]1[CH:19]=[CH:18][N:17]=[CH:16]1)=[O:14]>C1COCC1>[F:1][C:2]1[CH:3]=[CH:4][C:5]([N:8]([CH2:9][CH2:10][O:11][CH3:12])[C:13]([N:15]2[CH:19]=[CH:18][N:17]=[CH:16]2)=[O:14])=[CH:6][CH:7]=1. Procedure: To a 50 mL round-bottomed flask was added 4-fluoro-N-(2-methoxyethyl)-benzenamine (512 mg, 3026 μmol, from step 1), 1,1′-carbonyldiimidazole (736 mg, 4539 μmol, Aldrich), THF (2 mL). The reaction mixture was stirred at 80° C. for 28 h. The solvent was removed in vacuo and the residue was purified by silica gel chromatography, eluting with 80% EtOAc/hexanes to give N-(4-fluoro-phenyl)-N-(2-methoxyethyl)-1H-imidazole-1-carboxamide. MS (ESI pos. ion) m/z: 264 (M+1).